From a dataset of the Open Reaction Database (ORD), a public repository of structured organic reaction records. describe an organic reaction: reactants, conditions, products, and yield Starting materials: C(C)(C)(C)OC(=O)N1CC(C12CNCC2)C (3-methyl-1,6-diazaspiro[3.4]octane-1-carboxylic acid tert-butyl ester), ClC=1C2=C(N=CN1)NC=C2 (4-chloro-7H-pyrrolo[2,3-d]pyrimidine), C([O-])([O-])=O.[K+].[K+] (potassium carbonate). Run in O (water), O (water). Reaction conditions: time 4 hour. The product is C(C)(C)(C)OC(=O)N1CC(C12CN(CC2)C=2C1=C(N=CN2)NC=C1)C (3-methyl-6-(7H-pyrrolo[2,3-d]pyrimidin-4-yl)-1,6-diazaspiro[3.4]octane-1-carboxylic acid tert-butyl ester). Yield: 104.0%. RXN SMILES: [C:1]([O:5][C:6]([N:8]1[C:11]2([CH2:15][CH2:14][NH:13][CH2:12]2)[CH:10]([CH3:16])[CH2:9]1)=[O:7])([CH3:4])([CH3:3])[CH3:2].Cl[C:18]1[C:19]2[CH:26]=[CH:25][NH:24][C:20]=2[N:21]=[CH:22][N:23]=1.C(=O)([O-])[O-].[K+].[K+]>O>[C:1]([O:5][C:6]([N:8]1[C:11]2([CH2:15][CH2:14][N:13]([C:18]3[C:19]4[CH:26]=[CH:25][NH:24][C:20]=4[N:21]=[CH:22][N:23]=3)[CH2:12]2)[CH:10]([CH3:16])[CH2:9]1)=[O:7])([CH3:4])([CH3:2])[CH3:3] |f:2.3.4|. Procedure: An optically-active compound of 3-methyl-1,6-diazaspiro[3.4]octane-1-carboxylic acid tert-butyl ester (6.9 g) was mixed with 4-chloro-7H-pyrrolo[2,3-d]pyrimidine (4.3 g), potassium carbonate (7.7 g) and water (65 ml), and stirred for 4 hours with refluxing. The mixture was cooled to room temperature, and thereto was added water (60 ml). The mixture was extracted with chloroform/methanol (10/1, 120 ml). The organic layer was sequentially washed with water, saturated aqueous ammonium chloride solu... Starting materials: ClC1=CC=C(C=C1)C=1SC=C(N1)CSC1=C(C(=C(C(=N1)N(CC(=O)OC)C)C#N)N1CCCCC1)C#N (Methyl N-[6-({[2-(4-chlorophenyl)-1,3-thiazol-4-yl]methyl}sulfanyl)-3,5-dicyano-4-piperidin-1-ylpyridin-2-yl]-N-methylglycinate), C([O-])([O-])=O.[Cs+].[Cs+] (cesium carbonate). Solvent: C(C)#N (acetonitrile). Run at temperature 50 celsius, time 4 hour. The product is NC1=C(N(C2=NC(=C(C(=C21)N2CCCCC2)C#N)SCC=2N=C(SC2)C2=CC=C(C=C2)Cl)C)C(=O)OC (Methyl 3-amino-6-({[2-(4-chlorophenyl)-1,3-thiazol-4-yl]methyl}sulfanyl)-5-cyano-1-methyl-4-piperidin-1-yl-1H-pyrrolo[2,3-b]pyridine-2-carboxylate). Reaction SMILES: [Cl:1][C:2]1[CH:7]=[CH:6][C:5]([C:8]2[S:9][CH:10]=[C:11]([CH2:13][S:14][C:15]3[N:20]=[C:19]([N:21]([CH3:27])[CH2:22][C:23]([O:25][CH3:26])=[O:24])[C:18]([C:28]#[N:29])=[C:17]([N:30]4[CH2:35][CH2:34][CH2:33][CH2:32][CH2:31]4)[C:16]=3[C:36]#[N:37])[N:12]=2)=[CH:4][CH:3]=1.C(=O)([O-])[O-].[Cs+].[Cs+]>C(#N)C>[NH2:29][C:28]1[C:18]2[C:19](=[N:20][C:15]([S:14][CH2:13][C:11]3[N:12]=[C:8]([C:5]4[CH:4]=[CH:3][C:2]([Cl:1])=[CH:7][CH:6]=4)[S:9][CH:10]=3)=[C:16]([C:36]#[N:37])[C:17]=2[N:30]2[CH2:35][CH2:34][CH2:33][CH2:32][CH2:31]2)[N:21]([CH3:27])[C:22]=1[C:23]([O:25][CH3:26])=[O:24] |f:1.2.3|. Procedure: 80 mg (0.15 mmol) of the compound from Example 47A were initially charged in 3 ml of acetonitrile, and 189 mg (0.58 mmol) of cesium carbonate were added. The mixture was stirred at 50° C. for 4 h. After cooling, the mixture was filtered and the filtrate was freed from the solvent on a rotary evaporator. The residue was dried under reduced pressure. The reactants are C(C)OC(C(CC=1SC(=CC1)C1=CC=CC=C1)NC(=O)C1(CCCC1)NC(C(C(C)C)SC(C)=O)=O)=O (2-{[1-(2-Acetylthio-3-methyl-butanoylamino)-cyclopentanecarbonyl]-amino}-3-(5-phenyl-thien-2-yl)-propionic acid ethyl ester), [OH-].[Na+] (NaOH). Run in CO (MeOH), O (water), CO (MeOH). Reaction conditions: time 3 hour. Product: SC(C(=O)NC1(CCCC1)C(=O)NC(C(=O)O)CC=1SC(=CC1)C1=CC=CC=C1)C(C)C (2-{[1-(2-Mercapto-3-methyl-butanoylamino)-cyclopentanecarbonyl]-amino}-3-(5-phenyl-thien-2-yl)-propionic Acid). As a reaction SMILES: C([O:3][C:4](=[O:37])[CH:5]([NH:18][C:19]([C:21]1([NH:26][C:27](=[O:36])[CH:28]([S:32]C(=O)C)[CH:29]([CH3:31])[CH3:30])[CH2:25][CH2:24][CH2:23][CH2:22]1)=[O:20])[CH2:6][C:7]1[S:8][C:9]([C:12]2[CH:17]=[CH:16][CH:15]=[CH:14][CH:13]=2)=[CH:10][CH:11]=1)C.[OH-].[Na+]>CO.O>[SH:32][CH:28]([CH:29]([CH3:31])[CH3:30])[C:27]([NH:26][C:21]1([C:19]([NH:18][CH:5]([CH2:6][C:7]2[S:8][C:9]([C:12]3[CH:17]=[CH:16][CH:15]=[CH:14][CH:13]=3)=[CH:10][CH:11]=2)[C:4]([OH:37])=[O:3])=[O:20])[CH2:25][CH2:24][CH2:23][CH2:22]1)=[O:36] |f:1.2|. Procedure: 55 mg (0.101 mmol) of 2-{[1-(2-Acetylthio-3-methyl-butanoylamino)-cyclopentanecarbonyl]-amino}-3-(5-phenyl-thien-2-yl)-propionic acid ethyl ester is dissolved in 2 mL of MeOH. 0.41 mL of 1N NaOH is added, and the solution is stirred at room temperature for 3 h. The reaction mixture is diluted with water, and MeOH is removed in vacuo. The residue is partitioned between water and Et2O. The aqueous phase is extracted twice with Et2O, acidified with 0.41 mL of 1N HCl, and then extracted with EtOAc. ...